From a dataset of the Open Reaction Database (ORD), a public repository of structured organic reaction records. describe an organic reaction: reactants, conditions, products, and yield The reactants are C(C1=CC=CC=C1)ONC(CCCC1=CC=C(C=C1)C1=CC=C(C=C1)C#N)=O (N-benzyloxy-4-[4-(4-cyanophenyl)phenyl]butyramide), ( 100 ), C(C1=CC=CC=C1)ONC(CCCOC1=CC(=CC=C1)C1=CC=C(C=C1)F)=O (N-benzyloxy-4-[3-(4-fluorophenyl)phenoxyl]butyramide), N (NH3). The product is C(#N)C1=CC=C(C=C1)C1=CC=C(C=C1)CCCC(=O)NO (4-[4-(4-cyanophenyl)phenyl]butanohydroxamic acid). As a reaction SMILES: C([O:8][NH:9][C:10](=[O:28])[CH2:11][CH2:12][CH2:13][C:14]1[CH:19]=[CH:18][C:17]([C:20]2[CH:25]=[CH:24][C:23]([C:26]#[N:27])=[CH:22][CH:21]=2)=[CH:16][CH:15]=1)C1C=CC=CC=1.C(ONC(=O)CCCOC1C=CC=C(C2C=CC(F)=CC=2)C=1)C1C=CC=CC=1.N>>[C:26]([C:23]1[CH:24]=[CH:25][C:20]([C:17]2[CH:18]=[CH:19][C:14]([CH2:13][CH2:12][CH2:11][C:10]([NH:9][OH:8])=[O:28])=[CH:15][CH:16]=2)=[CH:21][CH:22]=1)#[N:27]. Reported procedure: The desired compound was prepared according to the method of Example 15, step 4, except substituting N-benzyloxy-4-[4-(4-cyanophenyl)phenyl]butyramide, prepared as in step 1, for N-benzyloxy-4-[3-(4-fluorophenyl)phenoxyl]butyramide. 1H NMR (DMSO-d6) δ 1.82 (m, 2H), 1.99 (t, 2H, J=8 Hz), 2.62 (t, 2H, J=7 Hz), 7.33 (d, 2H, J=9 Hz), 7.69 (d, 2H, J=9 Hz), 7.89 (m, 4H), 8.68 (s, 1H), 10.38 (s, 1H). MS (DCI/NH3) 298 (M+NH4+, 80), 280 (M+H+, 75), 236 (100). Starting materials: CS(=O)(=O)O (methanesulfonic acid), CC(=O)C=1C=CC(=CC1)O (4-Hydroxyacetophenone), O1CCCC=C1 (Dihydropyran). Run in C(C)(=O)OCC (ethyl acetate). Product: O1CCC(CC1)OCC(=O)C1=CC=CC=C1 (4-Tetrahydropyranyioxyacetophenone). Reaction SMILES: [CH3:1][C:2]([C:4]1[CH:5]=[CH:6][C:7](O)=[CH:8][CH:9]=1)=[O:3].CS(O)(=O)=[O:13].[O:16]1[CH:21]=[CH:20][CH2:19][CH2:18][CH2:17]1>C(OCC)(=O)C>[O:16]1[CH2:17][CH2:18][CH:19]([O:13][CH2:1][C:2]([C:4]2[CH:5]=[CH:6][CH:7]=[CH:8][CH:9]=2)=[O:3])[CH2:20][CH2:21]1. Procedure: 4-Hydroxyacetophenone (75.00 g, 0.55 mol) was dissolved in ethyl acetate (300 ml) and a catalytic amount of methanesulfonic acid. The solution was cooled to 0°-4° C. Dihydropyran (204 ml, 2.20 moles, 4.0 eq) was slowly added. At the end of the addition, the ice-water bath was removed and the reaction was allowed to proceed at room temperature. A few minutes later a heavy white precipitate was formed and the slurry was transferred into a separatory funnel where it was washed with water. The organ...